Dataset: the Open Reaction Database (ORD), a public repository of structured organic reaction records. Task: describe an organic reaction: reactants, conditions, products, and yield The reactants are CCOC(=O)c1ccn(-c2cnc(Nc3cnc(C#N)cn3)cc2NCC2CCCN(C(=O)OC(C)(C)C)C2)c1, CO. The product is CCOC(=O)c1ccn(-c2cnc(Nc3cnc(C#N)cn3)cc2NCC2CCCNC2)c1. As a reaction SMILES: [C:1](#[N:2])[c:3]1[n:4][cH:5][c:6]([NH:9][c:10]2[n:11][cH:12][c:13](-[n:31]3[cH:32][c:33]([C:36](=[O:37])[O:38][CH2:39][CH3:40])[cH:34][cH:35]3)[c:14]([NH:16][CH2:17][CH:18]3[CH2:19][N:20]([C:24]([O:25][C:26]([CH3:27])([CH3:28])[CH3:29])=[O:30])[CH2:21][CH2:22][CH2:23]3)[cH:15]2)[n:7][cH:8]1.[CH3:41][OH:42]>>[C:1](#[N:2])[c:3]1[n:4][cH:5][c:6]([NH:9][c:10]2[n:11][cH:12][c:13](-[n:31]3[cH:32][c:33]([C:36](=[O:37])[O:38][CH2:39][CH3:40])[cH:34][cH:35]3)[c:14]([NH:16][CH2:17][CH:18]3[CH2:19][NH:20][CH2:21][CH2:22][CH2:23]3)[cH:15]2)[n:7][cH:8]1. The reactants are BrC1=C(C(=C(C2=CC=CC=C12)C1=CC=C(C=C1)Cl)C(C(=O)O)OC(C)(C)C)C (2-(4-bromo-1-(4-chlorophenyl)-3-methylnaphthalen-2-yl)-2-tert-butoxyacetic acid), C(=C)[B-](F)(F)F.[K+] (potassium vinyltrifluoroborate). The product is C(C)(C)(C)OC(C(=O)O)C1=C(C2=CC=CC=C2C(=C1C)C=C)C1=CC=C(C=C1)Cl (2-tert-butoxy-2-(1-(4-chlorophenyl)-3-methyl-4-vinylnaphthalen-2-yl)acetic acid). Reaction SMILES: Br[C:2]1[C:11]2[C:6](=[CH:7][CH:8]=[CH:9][CH:10]=2)[C:5]([C:12]2[CH:17]=[CH:16][C:15]([Cl:18])=[CH:14][CH:13]=2)=[C:4]([CH:19]([O:23][C:24]([CH3:27])([CH3:26])[CH3:25])[C:20]([OH:22])=[O:21])[C:3]=1[CH3:28].[CH:29]([B-](F)(F)F)=[CH2:30].[K+]>>[C:24]([O:23][CH:19]([C:4]1[C:3]([CH3:28])=[C:2]([CH:29]=[CH2:30])[C:11]2[C:6](=[CH:7][CH:8]=[CH:9][CH:10]=2)[C:5]=1[C:12]1[CH:17]=[CH:16][C:15]([Cl:18])=[CH:14][CH:13]=1)[C:20]([OH:22])=[O:21])([CH3:26])([CH3:27])[CH3:25] |f:1.2|. Reported procedure: 2-tert-butoxy-2-(1-(4-chlorophenyl)-3-methyl-4-vinylnaphthalen-2-yl)acetic acid (128) was prepared in a similar manner as 2-(4-bromo-1-(4-chlorophenyl)-3-methylnaphthalen-2-yl)-2-tert-butoxyacetic acid of Example 125, except using potassium vinyltrifluoroborate in the Suzuki coupling reaction, giving the title compound (parent form). 1H NMR (400 MHz, DMSO-d6) δ 12.78 (s, broad, 1H), 8.13 (d, J=8.2 Hz, 1H), 7.73-7.65 (m, 2H), 7.54-7.48 (m, 2H), 7.41-7.36 (m, 2H), 7.20 (d, J=8.2 Hz, 1H), 7.11 (dd,...